The task is: describe an organic reaction: reactants, conditions, products, and yield. This data is from the Open Reaction Database (ORD), a public repository of structured organic reaction records. The solvent is C(Cl)(Cl)Cl (chloroform). The product is FC(C=1C=C(C=CC1)CC[C@@H](C)N[C@@H](C)C1=CC=CC2=CC=CC=C12)(F)F ((S,R)-N-[4-(3-trifluoromethylphenyl)-2-butyl]-1-(1-naphthyl)ethylamine), FC(C=1C=C(C=CC1)CC[C@@H](C)N[C@H](C)C1=CC=CC2=CC=CC=C12)(F)F ((R,R)-N-[4-(3-trifluoromethylphenyl)-2-butyl]-1-(1-naphthyl)ethylamine), 25D. Starting materials: FC(C=1C=C(C=CC1)CCC(C)=O)(F)F (4-(3-trifluoromethylphenyl)-2-butanone), C1(=CC=CC2=CC=CC=C12)[C@@H](C)N ((R)-1-(1-naphthyl)ethylamine), imine, CO (methanol), C(#N)[BH3-].[Na+] (sodium cyanoborohydride). Reported procedure: In a similar fashion an equal molar amount of 4-(3-trifluoromethylphenyl)-2-butanone, (R)-1-(1-naphthyl)ethylamine and 1.25 equivalents titanium(IV) isopropoxide were mixed and the intermediate imine reduced with ethanolic sodium cyanoborohydride. Work-up and repetitive preparative thin-layer chromatography using 5% methanol in chloroform afforded (S,R)-N-[4-(3-trifluoromethylphenyl)-2-butyl]-1-(1-naphthyl)ethylamine, 25C [m/z (rel. int.) 371 (M+, 3), 356 (16), 198 (15), 155 (100), 129 (8),115 (... Reagents/catalysts: CC([O-])C.[Ti+4].CC([O-])C.CC([O-])C.CC([O-])C (titanium(IV) isopropoxide). Reaction SMILES: [F:1][C:2]([F:15])([F:14])[C:3]1[CH:4]=[C:5]([CH2:9][CH2:10][C:11](=O)[CH3:12])[CH:6]=[CH:7][CH:8]=1.[C:16]1([C@H:26]([NH2:28])[CH3:27])[C:25]2[C:20](=[CH:21][CH:22]=[CH:23][CH:24]=2)[CH:19]=[CH:18][CH:17]=1.C([BH3-])#N.[Na+].CO>C(Cl)(Cl)Cl.CC(C)[O-].[Ti+4].CC(C)[O-].CC(C)[O-].CC(C)[O-]>[F:1][C:2]([F:15])([F:14])[C:3]1[CH:4]=[C:5]([CH2:9][CH2:10][C@H:11]([NH:28][C@H:26]([C:16]2[C:25]3[C:20](=[CH:21][CH:22]=[CH:23][CH:24]=3)[CH:19]=[CH:18][CH:17]=2)[CH3:27])[CH3:12])[CH:6]=[CH:7][CH:8]=1.[F:1][C:2]([F:15])([F:14])[C:3]1[CH:4]=[C:5]([CH2:9][CH2:10][C@H:11]([NH:28][C@@H:26]([C:16]2[C:25]3[C:20](=[CH:21][CH:22]=[CH:23][CH:24]=3)[CH:19]=[CH:18][CH:17]=2)[CH3:27])[CH3:12])[CH:6]=[CH:7][CH:8]=1 |f:2.3,6.7.8.9.10|.